From a dataset of the Open Reaction Database (ORD), a public repository of structured organic reaction records. describe an organic reaction: reactants, conditions, products, and yield Reactants: Brc1ccc(-c2ccccc2)cc1, ClCCl, NCCCCO, O=S(=O)(Cl)Cl, c1ccncc1. Yields the product O=S(=O)(NCCCCO)c1ccc(-c2ccc(Br)cc2)cc1. Reaction SMILES: [Br:6][c:7]1[cH:8][cH:9][c:10](-[c:13]2[cH:14][cH:15][cH:16][cH:17][cH:18]2)[cH:11][cH:12]1.[Cl:31][CH2:32][Cl:33].[NH2:19][CH2:20][CH2:21][CH2:22][CH2:23][OH:24].[S:1](=[O:2])(=[O:3])([Cl:4])[Cl:5].[cH:25]1[cH:26][cH:27][n:28][cH:29][cH:30]1>>[S:1](=[O:2])(=[O:3])([c:16]1[cH:15][cH:14][c:13](-[c:10]2[cH:9][cH:8][c:7]([Br:6])[cH:12][cH:11]2)[cH:18][cH:17]1)[NH:19][CH2:20][CH2:21][CH2:22][CH2:23][OH:24].